Dataset: the Open Reaction Database (ORD), a public repository of structured organic reaction records. Task: describe an organic reaction: reactants, conditions, products, and yield The reactants are CCOc1ccccc1C(=O)O, CN(C)C=O, O=C(Cl)C(=O)Cl, ClCCl, CCCn1cnc(C(N)=O)c1N, c1ccncc1. Product: CCCn1cnc(C(N)=O)c1NC(=O)c1ccccc1OCC. RXN SMILES: [CH2:7]([CH3:8])[O:9][c:10]1[c:11]([C:12](=[O:13])[OH:14])[cH:15][cH:16][cH:17][cH:18]1.[CH3:19][N:20]([CH3:21])[CH:22]=[O:23].[Cl:1][C:2]([C:3]([Cl:4])=[O:5])=[O:6].[Cl:36][CH2:37][Cl:38].[NH2:24][c:25]1[c:26]([C:33](=[O:34])[NH2:35])[n:27][cH:28][n:29]1[CH2:30][CH2:31][CH3:32].[cH:39]1[cH:40][cH:41][n:42][cH:43][cH:44]1>>[CH2:7]([CH3:8])[O:9][c:10]1[c:11]([C:12](=[O:14])[NH:24][c:25]2[c:26]([C:33](=[O:34])[NH2:35])[n:27][cH:28][n:29]2[CH2:30][CH2:31][CH3:32])[cH:15][cH:16][cH:17][cH:18]1. Starting materials: FC=1C(=CC2=C(C(N(CO2)C2=CC=C(C(=O)OC)C=C2)=O)C1)NC (methyl 4-(6-fluoro-7-(methylamino)-4-oxo-2H-benzo[e][1,3]oxazin-3(4H)-yl)benzoate), [OH-].[Na+] (sodium hydroxide). The solvent is O1CCOCC1 (dioxan), O (water). Run at time 4 hour. The product is FC=1C(=CC2=C(C(N(CO2)C2=CC=C(C(=O)O)C=C2)=O)C1)NC (4-(6-fluoro-7-(methylamino)-4-oxo-2H-benzo[e][1,3]oxazin-3(4H)-yl)benzoic acid). Yield: 421.6%. Reaction SMILES: [F:1][C:2]1[C:3]([NH:23][CH3:24])=[CH:4][C:5]2[O:10][CH2:9][N:8]([C:11]3[CH:20]=[CH:19][C:14]([C:15]([O:17]C)=[O:16])=[CH:13][CH:12]=3)[C:7](=[O:21])[C:6]=2[CH:22]=1.[OH-].[Na+]>O1CCOCC1.O>[F:1][C:2]1[C:3]([NH:23][CH3:24])=[CH:4][C:5]2[O:10][CH2:9][N:8]([C:11]3[CH:12]=[CH:13][C:14]([C:15]([OH:17])=[O:16])=[CH:19][CH:20]=3)[C:7](=[O:21])[C:6]=2[CH:22]=1 |f:1.2|. Procedure details: To methyl 4-(6-fluoro-7-(methylamino)-4-oxo-2H-benzo[e][1,3]oxazin-3(4H)-yl)benzoate (0.05 g, 0.15 mmol) was dissolved in dioxan (2 ml) and to it was added sodium hydroxide (0.012 g, 0.3 mmol) in water (0.5 ml) and the mixture stirred for 4 hr at room temperature. The solvent was removed under vacuum and the residue acidified, extracted with ethyl acetate (2×10 ml), dried over anhydrous sodium sulfate and concentrated to provide 4-(6-fluoro-7-(methylamino)-4-oxo-2H-benzo[e][1,3]oxazin-3(4H)-yl)b... Starting materials: CO, CC(Oc1ccc([N+](=O)[O-])cc1F)c1c(F)ccc(Cl)c1Cl, O=[Pt]. Yields the product CC(Oc1ccc(N)cc1F)c1c(F)ccc(Cl)c1Cl. As a reaction SMILES: [CH3:23][OH:24].[Cl:1][c:2]1[c:3]([Cl:22])[c:4]([CH:9]([CH3:10])[O:11][c:12]2[c:13]([F:21])[cH:14][c:15]([N+:18]([O-:19])=[O:20])[cH:16][cH:17]2)[c:5]([F:8])[cH:6][cH:7]1.[Pt:25]=[O:26]>>[Cl:1][c:2]1[c:3]([Cl:22])[c:4]([CH:9]([CH3:10])[O:11][c:12]2[c:13]([F:21])[cH:14][c:15]([NH2:18])[cH:16][cH:17]2)[c:5]([F:8])[cH:6][cH:7]1.